This data is from the Open Reaction Database (ORD), a public repository of structured organic reaction records. The task is: describe an organic reaction: reactants, conditions, products, and yield The product is C(C1=CC=CC=C1)OC1=C(C=C(C=C1)C(C(=O)O)O)CCOCC1=CC=CC=C1 (2-[4-benzyloxy-3-(2-benzyloxyethyl)phenyl]-2-hydroxyacetic acid). Solvent: C(C)O (ethanol). Procedure: Ethyl 2-[4-benzyloxy-3-(2-benzyloxyethyl)phenyl]-2-hydroxyacetate (39.7 g) was suspended in 40 ml of ethanol, 57 ml of 2 N aqueous sodium hydroxide solution was added to the suspension with stirring under ice-cooling, and the mixture was subjected to 1 hour of reaction at room temperature. Then, 57 ml of 2 N aqueous sulfuric acid solution was added to the reaction solution with stirring under ice-cooling, and the mixture was extracted with ethyl acetate. The extract was washed with water and the... As a reaction SMILES: [CH2:1]([O:8][C:9]1[CH:14]=[CH:13][C:12]([CH:15]([OH:21])[C:16]([O:18]CC)=[O:17])=[CH:11][C:10]=1[CH2:22][CH2:23][O:24][CH2:25][C:26]1[CH:31]=[CH:30][CH:29]=[CH:28][CH:27]=1)[C:2]1[CH:7]=[CH:6][CH:5]=[CH:4][CH:3]=1.[OH-].[Na+].S(=O)(=O)(O)O>C(O)C>[CH2:1]([O:8][C:9]1[CH:14]=[CH:13][C:12]([CH:15]([OH:21])[C:16]([OH:18])=[O:17])=[CH:11][C:10]=1[CH2:22][CH2:23][O:24][CH2:25][C:26]1[CH:31]=[CH:30][CH:29]=[CH:28][CH:27]=1)[C:2]1[CH:3]=[CH:4][CH:5]=[CH:6][CH:7]=1 |f:1.2|. Starting materials: C(C1=CC=CC=C1)OC1=C(C=C(C=C1)C(C(=O)OCC)O)CCOCC1=CC=CC=C1 (Ethyl 2-[4-benzyloxy-3-(2-benzyloxyethyl)phenyl]-2-hydroxyacetate), [OH-].[Na+] (sodium hydroxide), S(O)(O)(=O)=O (sulfuric acid). The yield is 94.7%. The reactants are ClNC(CCC(=O)N)=O (N-Chlorosuccinamide), COC1=CC=C(C=C1)C(CC=O)C(CCCC)C1=CC=C(C(=O)NCCC(=O)OC(C)(C)C)C=C1 (tert-butyl N-(4-{1-[1-(4-methoxyphenyl)-3-oxopropyl]pentyl}benzoyl)-β-alaninate). Run in C(C)#N (acetonitrile). The product is ClC=1C=C(C=CC1OC)C(CC=O)C(CCCC)C1=CC=C(C(=O)NCCC(=O)OC(C)(C)C)C=C1 (tert-Butyl N-(4-{1-[1-(3-chloro-4-methoxyphenyl)-3-oxopropyl]pentyl}benzoyl)-β-alaninate). As a reaction SMILES: [Cl:1]NC(=O)CCC(N)=O.[CH3:10][O:11][C:12]1[CH:17]=[CH:16][C:15]([CH:18]([CH:22]([C:27]2[CH:44]=[CH:43][C:30]([C:31]([NH:33][CH2:34][CH2:35][C:36]([O:38][C:39]([CH3:42])([CH3:41])[CH3:40])=[O:37])=[O:32])=[CH:29][CH:28]=2)[CH2:23][CH2:24][CH2:25][CH3:26])[CH2:19][CH:20]=[O:21])=[CH:14][CH:13]=1>C(#N)C>[Cl:1][C:17]1[CH:16]=[C:15]([CH:18]([CH:22]([C:27]2[CH:28]=[CH:29][C:30]([C:31]([NH:33][CH2:34][CH2:35][C:36]([O:38][C:39]([CH3:42])([CH3:41])[CH3:40])=[O:37])=[O:32])=[CH:43][CH:44]=2)[CH2:23][CH2:24][CH2:25][CH3:26])[CH2:19][CH:20]=[O:21])[CH:14]=[CH:13][C:12]=1[O:11][CH3:10]. Procedure details: N-Chlorosuccinamide (40 mg, mmol) was added to an acetonitrile solution (2 ml) containing enantiopure tert-butyl N-(4-{1-[1-(4-methoxyphenyl)-3-oxopropyl]pentyl}benzoyl)-β-alaninate (20 mg, 0.42 mol), which was prepared following the procedure described in EXAMPLE 1. The solution was then heated in a screw cap tube for 35 minutes at 85° C. The solution was concentrated and the residue purified by PTLC using an EtOAC/hexanes eluent to give a mixture of compounds containing the title compound and ... The reactants are CC(C)(C)OC(=O)N1CCC(c2nc(-c3cccc(N)c3F)c(-c3ccnc(Cl)n3)s2)CC1, c1ccncc1, O=S(=O)(Cl)c1ccoc1. Product: CC(C)(C)OC(=O)N1CCC(c2nc(-c3cccc(NS(=O)(=O)c4ccoc4)c3F)c(-c3ccnc(Cl)n3)s2)CC1. As a reaction SMILES: [NH2:1][c:2]1[c:3]([F:33])[c:4](-[c:8]2[n:9][c:10]([CH:20]3[CH2:21][CH2:22][N:23]([C:26](=[O:27])[O:28][C:29]([CH3:30])([CH3:31])[CH3:32])[CH2:24][CH2:25]3)[s:11][c:12]2-[c:13]2[n:14][c:15]([Cl:19])[n:16][cH:17][cH:18]2)[cH:5][cH:6][cH:7]1.[cH:43]1[cH:44][cH:45][n:46][cH:47][cH:48]1.[o:34]1[cH:35][c:36]([S:39](=[O:40])(=[O:41])[Cl:42])[cH:37][cH:38]1>>[NH:1]([c:2]1[c:3]([F:33])[c:4](-[c:8]2[n:9][c:10]([CH:20]3[CH2:21][CH2:22][N:23]([C:26](=[O:27])[O:28][C:29]([CH3:30])([CH3:31])[CH3:32])[CH2:24][CH2:25]3)[s:11][c:12]2-[c:13]2[n:14][c:15]([Cl:19])[n:16][cH:17][cH:18]2)[cH:5][cH:6][cH:7]1)[S:39]([c:36]1[cH:35][o:34][cH:38][cH:37]1)(=[O:40])=[O:41]. Reactants: COC1=NN2C(C=CC=C2)=C1 (2-methoxypyrazolo[1,5-a]pyridine), C(C)(=O)Cl (acetyl chloride). Yields the product C(C)(=O)C=1C(=NN2C1C=CC=C2)OC (3-acetyl-2-methoxypyrazolo[1,5-a]pyridine). RXN SMILES: [CH3:1][O:2][C:3]1[CH:11]=[C:6]2[CH:7]=[CH:8][CH:9]=[CH:10][N:5]2[N:4]=1.[C:12](Cl)(=[O:14])[CH3:13]>>[C:12]([C:11]1[C:3]([O:2][CH3:1])=[N:4][N:5]2[CH:10]=[CH:9][CH:8]=[CH:7][C:6]=12)(=[O:14])[CH3:13]. Procedure details: A mixture of 2-methoxypyrazolo[1,5-a]pyridine (280 mg) acetic anhydride (3 ml) and acetyl chloride (1 ml) was refluxed for 1 hr and the reaction mixture was concentrated under reduced pressure. Water was added to the residue and the solution was made basic with potassium carbonate. The precipitated crystals were collected and washed with water. Recrystallization from n-hexane-ethyl acetate gave colorless needles, mp 158.0°-158.5°. Yield 160 mg. Starting materials: O=C([O-])[O-], Cc1ccc(S(=O)(=O)OCC#CC2CC2)cc1, OCC1OC(c2ccc(Cl)c(Cc3ccc(O)cc3)c2)C(O)C(O)C1O, [Cs+], [Cs+]. Yields the product OCC1OC(c2ccc(Cl)c(Cc3ccc(OCC#CC4CC4)cc3)c2)C(O)C(O)C1O. RXN SMILES: [C:44](=[O:45])([O-:46])[O-:47].[CH3:27][c:28]1[cH:29][cH:30][c:31]([S:32]([O:33][CH2:38][C:39]#[C:40][CH:41]2[CH2:42][CH2:43]2)(=[O:34])=[O:35])[cH:36][cH:37]1.[Cl:1][c:2]1[c:3]([CH2:19][c:20]2[cH:21][cH:22][c:23]([OH:26])[cH:24][cH:25]2)[cH:4][c:5]([CH:8]2[O:9][CH:10]([CH2:17][OH:18])[CH:11]([OH:16])[CH:12]([OH:15])[CH:13]2[OH:14])[cH:6][cH:7]1.[Cs+:48].[Cs+:49]>>[Cl:1][c:2]1[c:3]([CH2:19][c:20]2[cH:21][cH:22][c:23]([O:26][CH2:38][C:39]#[C:40][CH:41]3[CH2:42][CH2:43]3)[cH:24][cH:25]2)[cH:4][c:5]([CH:8]2[O:9][CH:10]([CH2:17][OH:18])[CH:11]([OH:16])[CH:12]([OH:15])[CH:13]2[OH:14])[cH:6][cH:7]1.